This data is from the Open Reaction Database (ORD), a public repository of structured organic reaction records. The task is: describe an organic reaction: reactants, conditions, products, and yield Starting materials: O=C1C=2C3=C(NC2CCC1CN1CCC2(C(NC(N2C2=CC=CC=C2)C)=O)CC1)CCC3 (8-[(1,2,3,4,5,6,7,8-octahydro-8-oxocyclopent[b]indol-7-yl)methyl]-2-methyl-1-phenyl-1,3,8-triazaspiro[4.5]-decan-4-one). As a reaction SMILES: O=C1C(C[N:12]2[CH2:29][CH2:28][C:15]3([N:19]([C:20]4[CH:25]=[CH:24][CH:23]=[CH:22][CH:21]=4)[CH:18]([CH3:26])[NH:17][C:16]3=[O:27])[CH2:14][CH2:13]2)CCC2NC3CCCC=3C1=2>C(O)C>[CH3:26][CH:18]1[NH:17][C:16](=[O:27])[C:15]2([CH2:14][CH2:13][NH:12][CH2:29][CH2:28]2)[N:19]1[C:20]1[CH:25]=[CH:24][CH:23]=[CH:22][CH:21]=1. The solvent is C(C)O (ethanol). Product: product, CC1N(C2(C(N1)=O)CCNCC2)C2=CC=CC=C2 (2-methyl-1-phenyl-1,3,8-triazaspiro[4.5]decan-4-one). Procedure details: From 1.7 g of the product of Example 4 and 2.23 g of 2-methyl-1-phenyl-1,3,8-triazaspiro[4.5]decan-4-one in ethanol there was obtained 1.3 of 8-[(1,2,3,4,5,6,7,8-octahydro-8-oxocyclopent[b]indol-7-yl)methyl]-2-methyl-1-phenyl-1,3,8-triazaspiro[4.5]-decan-4-one, mp 234°-6° C. Reactants: C(C)C(C=O)CCCC (2-ethylhexanal), C=O (formaldehyde). Yields the product C(C)C(C=O)(CCCC)CO (2-ethyl-2-(hydroxymethyl)hexanal). As a reaction SMILES: [CH2:1]([CH:3]([CH2:6][CH2:7][CH2:8][CH3:9])[CH:4]=[O:5])[CH3:2].[CH2:10]=[O:11]>>[CH2:1]([C:3]([CH2:10][OH:11])([CH2:6][CH2:7][CH2:8][CH3:9])[CH:4]=[O:5])[CH3:2]. Procedure details: The same also applies to U.S. Pat. No. 5,235,118, which relates to the reaction of 2-ethylhexanal with formaldehyde to give 2-ethyl-2-(hydroxymethyl)hexanal. Here too, formaldehyde is used in substoichiometric amounts relative to the 2-ethylhexanal, and only a small residue of formaldehyde is present in the product solution. The addition of water with subsequent distillation serves for effective removal of unreacted 2-ethylhexanal. Reactants: BrC1C=2C=CC=C(C2C(C2=C(C=CC=C12)O)=O)O (10-Bromo-1,8-dihydroxy-9-anthrone), C(C)S (ethanethiol). Run in ClCCl (dichloromethane). Conditions: time 6 hour. Yields the product OC1=CC=CC=2C(C3=CC=CC(=C3C(C12)=O)O)SCC (1,8-dihydroxy-10-ethylthio-9-anthrone). The yield is 91.0%. RXN SMILES: Br[CH:2]1[C:15]2[C:10](=[C:11]([OH:16])[CH:12]=[CH:13][CH:14]=2)[C:9](=[O:17])[C:8]2[C:7]([OH:18])=[CH:6][CH:5]=[CH:4][C:3]1=2.[CH2:19]([SH:21])[CH3:20]>ClCCl>[OH:18][C:7]1[C:8]2[C:9](=[O:17])[C:10]3[C:15](=[CH:14][CH:13]=[CH:12][C:11]=3[OH:16])[CH:2]([S:21][CH2:19][CH3:20])[C:3]=2[CH:4]=[CH:5][CH:6]=1. Reported procedure: 10-Bromo-1,8-dihydroxy-9-anthrone (3.05 g) was dissolved in dichloromethane (100 ml) and ethanethiol (1 ml) was added. The solution was left stirring at room temperature for 6 hours, during which time the red-brown solution became yellow-green Removal of the solvent gave a yellow solid which, recrystallised from hexane, gave 1,8-dihydroxy-10-ethylthio-9-anthrone (2.63 g, 91%) as bright yellow needles, melting point 117°-118° C. Starting materials: [C-]#[N+]CCCC, CC(=O)O, CO, NCCCCOc1ccccc1. Product: CC(=O)O, NCCCCOc1ccccc1. Reaction SMILES: [CH2:13]([N+:14]#[C-:15])[CH2:16][CH2:17][CH3:18].[CH3:19][C:20]([OH:21])=[O:22].[CH3:23][OH:24].[O:1]([c:2]1[cH:3][cH:4][cH:5][cH:6][cH:7]1)[CH2:8][CH2:9][CH2:10][CH2:11][NH2:12]>>[CH3:19][C:20](=[O:21])[OH:22].[O:1]([c:2]1[cH:3][cH:4][cH:5][cH:6][cH:7]1)[CH2:8][CH2:9][CH2:10][CH2:11][NH2:12].